The task is: describe an organic reaction: reactants, conditions, products, and yield. This data is from the Open Reaction Database (ORD), a public repository of structured organic reaction records. The solvent is CN(C=O)C (dimethylformamide). Run at temperature 70 celsius. Starting materials: C(C)N(C(C)C)C(C)C (ethyldiisopropylamine), ClCCOC1OCCCC1 (2-(2-chloroethoxy)tetrahydropyran), CN1C(NC2=C(C1=O)CNCC2)=O (3-methyl-5,6,7,8-tetrahydro-1H-pyrido[4,3-d]pyrimidine-2,4-dione). Yield: 26.9%. Yields the product CN1C(NC2=C(C1=O)CN(CC2)CCOC2OCCCC2)=O (3-methyl-6-[2-(tetrahydropyran-2-yloxy) ethyl]-5,6,7,8-tetrahydro-1H-pyrido[4,3-d]pyrimidine-2,4-dione). RXN SMILES: C(N(C(C)C)C(C)C)C.Cl[CH2:11][CH2:12][O:13][CH:14]1[CH2:19][CH2:18][CH2:17][CH2:16][O:15]1.[CH3:20][N:21]1[C:26](=[O:27])[C:25]2[CH2:28][NH:29][CH2:30][CH2:31][C:24]=2[NH:23][C:22]1=[O:32]>CN(C)C=O>[CH3:20][N:21]1[C:26](=[O:27])[C:25]2[CH2:28][N:29]([CH2:11][CH2:12][O:13][CH:14]3[CH2:19][CH2:18][CH2:17][CH2:16][O:15]3)[CH2:30][CH2:31][C:24]=2[NH:23][C:22]1=[O:32]. Procedure details: 40 g of ethyldiisopropylamine and 52.5 g of 2-(2-chloroethoxy)tetrahydropyran (96% pure according to GC) were added to 54.5 g of 3-methyl-5,6,7,8-tetrahydro-1H-pyrido[4,3-d]pyrimidine-2,4-dione in 1.5 l of dimethylformamide, with stirring, and the mixture was heated for 30 h at 70° C. It was concentrated under vacuum, the residue was worked up by extraction with dichloromethane and water and the combined dichloromethane phases were dried and concentrated to give 25 g of 3-methyl-6-[2-(tetrahydro... Reactants: BrC=1C=CC(=NC1)C(=O)OC (methyl 5-bromopyridine-2-carboxylate), C1(CCCCC1)P(C1=C(C=CC=C1)C1=C(C=C(C=C1C(C)C)C(C)C)C(C)C)C1CCCCC1 (dicyclohexyl(2′,4′,6′-triisopropylbiphenyl-2-yl)phosphine), P(=O)([O-])([O-])[O-].[K+].[K+].[K+] (tripotassium phosphate), [Cl-].[NH4+] (ammonium chloride), CCCC[N+](CCCC)(CCCC)CCCC.[F-].C1CCOC1 (TBAF THF), [Si](C)(C)(C(C)(C)C)OCC=1C(=C(C=CC1)N1CC(C1)OC1CCNCC1)F (4-({1-[3-({[tert-Butyl(dimethyl)silyl]oxy}methyl)-2-fluorophenyl]azetidin-3-yl}oxy)piperidine). Reagents/catalysts: Cl[Pd]([P](C1=CC=CC=C1)(C2=CC=CC=C2)C3=CC=CC=C3)([P](C4=CC=CC=C4)(C5=CC=CC=C5)C6=CC=CC=C6)Cl (bis(triphenylphosphine)palladium chloride). Solvent: C(Cl)(Cl)Cl (CHCl3), C1CCOC1 (THF), O1CCOCC1 (dioxane). Conditions: temperature 100 celsius, time 48 hour. Yields the product FC1=C(C=CC=C1CO)N1CC(C1)OC1CCN(CC1)C=1C=CC(=NC1)C(=O)OC (methyl 5-[4-({1-[2-fluoro-3-(hydroxymethyl)phenyl]azetidin-3-yl}oxy)piperidin-1-yl]pyridine-2-carboxylate). Isolated yield 35.0%. As a reaction SMILES: [Si]([O:8][CH2:9][C:10]1[C:11]([F:27])=[C:12]([N:16]2[CH2:19][CH:18]([O:20][CH:21]3[CH2:26][CH2:25][NH:24][CH2:23][CH2:22]3)[CH2:17]2)[CH:13]=[CH:14][CH:15]=1)(C(C)(C)C)(C)C.Br[C:29]1[CH:30]=[CH:31][C:32]([C:35]([O:37][CH3:38])=[O:36])=[N:33][CH:34]=1.C1(P(C2CCCCC2)C2C=CC=CC=2C2C(C(C)C)=CC(C(C)C)=CC=2C(C)C)CCCCC1.P([O-])([O-])([O-])=O.[K+].[K+].[K+].CCCC[N+](CCCC)(CCCC)CCCC.[F-].C1COCC1.[Cl-].[NH4+]>Cl[Pd](Cl)([P](C1C=CC=CC=1)(C1C=CC=CC=1)C1C=CC=CC=1)[P](C1C=CC=CC=1)(C1C=CC=CC=1)C1C=CC=CC=1.C(Cl)(Cl)Cl.C1COCC1.O1CCOCC1>[F:27][C:11]1[C:10]([CH2:9][OH:8])=[CH:15][CH:14]=[CH:13][C:12]=1[N:16]1[CH2:17][CH:18]([O:20][CH:21]2[CH2:22][CH2:23][N:24]([C:29]3[CH:30]=[CH:31][C:32]([C:35]([O:37][CH3:38])=[O:36])=[N:33][CH:34]=3)[CH2:25][CH2:26]2)[CH2:19]1 |f:3.4.5.6,7.8.9,10.11,^1:108,127|. Procedure: 4-({1-[3-({[tert-Butyl(dimethyl)silyl]oxy}methyl)-2-fluorophenyl]azetidin-3-yl}oxy)piperidine (250 mg) and dioxane (7 ml) were mixed, and methyl 5-bromopyridine-2-carboxylate (170 mg), palladium acetate (II)(15 mg), dicyclohexyl(2′,4′,6′-triisopropylbiphenyl-2-yl)phosphine (60 mg), and tripotassium phosphate (400 mg) were added thereto, followed by stirring 100° C. for 48 hours. The reaction mixture was cooled to room temperature, and filtered by the addition of CHCl3 and Celite, and the filtrat... Starting materials: BrCc1ccccc1, COC(=O)c1c(O)cccc1OCCCCNC(=O)OC(C)(C)C, [K+], [K+], O=C([O-])[O-], CN(C)C=O, O. The product is COC(=O)c1c(OCCCCNC(=O)OC(C)(C)C)cccc1OCc1ccccc1. RXN SMILES: [Br:25][CH2:26][c:27]1[cH:28][cH:29][cH:30][cH:31][cH:32]1.[CH3:1][O:2][C:3]([c:4]1[c:5]([O:11][CH2:12][CH2:13][CH2:14][CH2:15][NH:16][C:17](=[O:18])[O:19][C:20]([CH3:21])([CH3:22])[CH3:23])[cH:6][cH:7][cH:8][c:9]1[OH:10])=[O:24].[K+:33].[K+:34].[O-:35][C:36]([O-:37])=[O:38].[O:40]=[CH:41][N:42]([CH3:43])[CH3:44].[OH2:39]>>[CH3:1][O:2][C:3]([c:4]1[c:5]([O:11][CH2:12][CH2:13][CH2:14][CH2:15][NH:16][C:17](=[O:18])[O:19][C:20]([CH3:21])([CH3:22])[CH3:23])[cH:6][cH:7][cH:8][c:9]1[O:10][CH2:26][c:27]1[cH:28][cH:29][cH:30][cH:31][cH:32]1)=[O:24]. Starting materials: C(C=C)O (allyl alcohol), [Na] (sodium), C1C(O1)CCC2CO2 (1,5-hexadiene diepoxide). Run in O (water). Reaction conditions: time 0.5 hour. Yields the product C(C=C)OCC1CCC(O1)CO (Tetrahydro-5-[(2-propenyloxy)methyl]-2-furanmethanol). Yield: 64.9%. RXN SMILES: [CH2:1]([OH:4])[CH:2]=[CH2:3].[Na].[CH2:6]1[O:8][CH:7]1[CH2:9][CH2:10][CH:11]1[O:13][CH2:12]1>O>[CH2:1]([O:4][CH2:12][CH:11]1[O:13][CH:7]([CH2:6][OH:8])[CH2:9][CH2:10]1)[CH:2]=[CH2:3] |^1:4|. Reported procedure: 100 ml of allyl alcohol (1.47 mole, Aldrich) is cooled to 5° in an ice-bath and under a nitrogen atmosphere 0.3 g of sodium (0.013 mole, washed with hexane to remove the mineral oil) is slowly added to the rapidly stirred mixture. The addition of the sodium is made at such a rate that the temperature remains below 20°. After the addition of the sodium has been completed, the mixture is allowed to stir for 1/2 hour and slowly warmed to room temperature. Slowly, with stirring 15.0 g of 1,5-hexadie... Run in ClCCl (dichloromethane). Reaction SMILES: [C:1]([C:4]1[CH:9]=[CH:8][CH:7]=[CH:6][C:5]=1[CH2:10][CH2:11][C:12]([OH:14])=[O:13])([OH:3])=[O:2].[C:15](OC(=O)C)(=O)C.C(Cl)(=O)C>ClCCl>[C:1]([C:4]1[CH:9]=[CH:8][CH:7]=[CH:6][C:5]=1[CH2:10][CH2:11][C:12]([O:14][CH3:15])=[O:13])([OH:3])=[O:2]. Yields the product C(=O)(O)C1=C(C=CC=C1)CCC(=O)OC (Methyl 2-carboxybenzenepropanoate). Reported procedure: 2-carboxybenzenepropanoic acid (9.7 g., 0.05 mole), acetic anhydride (15.5 g., 0.15 mole) and acetyl chloride (0.5 g) in dichloromethane (200 ml) was boiled at reflux under nitrogen for 16 hr. The solvents were removed at high vacuum and the residual cyclic anhydride was heated at reflux with methanol (250 ml) for 2 hrs. Evaporation of solvent gave the sub-title compound as an oil which crystallised with petroleum ether (b.p.60°-80°) to a solid (6.3 g) mp 76°-79°. This was further purified by co... Reactants: C(=O)(O)C1=C(C=CC=C1)CCC(=O)O (2-carboxybenzenepropanoic acid), C(C)(=O)OC(C)=O (acetic anhydride), C(C)(=O)Cl (acetyl chloride). Starting materials: methyl cuprate, S1CC(C(C=C1)=O)C(=O)O (2,3-dihydrothiopyran-4-one-3-carboxylic acid), allyl ester, CSC (dimethylsulfide), CSC (dimethylsulfide). Conditions: time 30 minute. Yields the product CC1SCCC(C1C(=O)O)=O (2-methyl-tetrahydrothiopyran-4-one-3-carboxylic acid), allyl ester. Reaction SMILES: [S:1]1[CH:6]=[CH:5][C:4](=[O:7])[CH:3]([C:8]([OH:10])=[O:9])[CH2:2]1.[CH3:11]SC>>[CH3:11][CH:2]1[CH:3]([C:8]([OH:10])=[O:9])[C:4](=[O:7])[CH2:5][CH2:6][S:1]1. Reported procedure: To a stirring solution of methyl cuprate in dimethylsulfide (prepared from 1.05 g copper (I) iodide/4.0 mL dimethylsulfide and 4.0 mL methyllithium/ether at −78° C.) at −78° C. was added a solution of 2,3-dihydrothiopyran-4-one-3-carboxylic acid, allyl ester (0.910 g, 4.6 mmol) in dimethylsulfide (5 mL). The resulting yellow-colored solution was stirred for 30 min. at the same temperature. The reaction mixture was quenched with a saturated solution of ammonium chloride and ammonia solution and t... The reactants are CCOC(=O)C(C)c1ccc(-c2ccccc2)c(F)c1, CC#N, CC(C)O, [H-], [Na+], C1CCOC1. Product: CC(C(=O)CC#N)c1ccc(-c2ccccc2)c(F)c1. As a reaction SMILES: [CH2:6]([O:8][C:9](=[O:7])[CH:10]([CH3:11])[c:12]1[cH:13][c:14]([F:24])[c:15](-[c:18]2[cH:19][cH:20][cH:21][cH:22][cH:23]2)[cH:16][cH:17]1)[CH3:25].[CH3:3][C:4]#[N:5].[CH:26]([OH:27])([CH3:28])[CH3:29].[H-:1].[Na+:2].[O:30]1[CH2:31][CH2:32][CH2:33][CH2:34]1>>[CH2:3]([C:4]#[N:5])[C:9](=[O:8])[CH:10]([CH3:11])[c:12]1[cH:13][c:14]([F:24])[c:15](-[c:18]2[cH:19][cH:20][cH:21][cH:22][cH:23]2)[cH:16][cH:17]1. As a reaction SMILES: [CH3:1][N:2]([CH3:3])[CH2:4][CH2:5][N:6]([CH3:7])[CH3:8].[CH3:38][CH2:39][O:40][CH2:41][CH3:42].[CH:9]([Li:10])([CH2:11][CH3:12])[CH3:13].[Cl:25][C:26]([C:27]([Cl:28])([Cl:29])[Cl:30])([Cl:31])[Cl:32].[F:14][c:15]1[cH:16][c:17]([C:18](=[O:19])[OH:20])[cH:21][cH:22][c:23]1[F:24].[O:33]1[CH2:34][CH2:35][CH2:36][CH2:37]1.[OH2:43]>>[F:14][c:15]1[c:16]([Cl:25])[c:17]([C:18](=[O:19])[OH:20])[cH:21][cH:22][c:23]1[F:24]. Reactants: CN(C)CCN(C)C, CCOCC, [Li]C(C)CC, ClC(Cl)(Cl)C(Cl)(Cl)Cl, O=C(O)c1ccc(F)c(F)c1, C1CCOC1, O. Yields the product O=C(O)c1ccc(F)c(F)c1Cl. Reactants: C([O-])([O-])=O.[K+].[K+] (potassium carbonate), NC1CCN(CC1)C (4-amino-1-methylpiperidine), FC1=CC(=C(C=C1)[N+](=O)[O-])OC(C)C (4-fluoro-2-isopropoxy-1-nitrobenzene), ice, C(C)(=O)OCC (ethyl acetate). The solvent is CS(=O)C (dimethyl sulfoxide). Run at temperature 120 celsius. The product is C(C)(C)OC=1C=C(C=CC1[N+](=O)[O-])NC1CCN(CC1)C ((3-isopropoxy-4-nitrophenyl)(1-methylpiperidin-4-yl)amine). Isolated yield 63.7%. As a reaction SMILES: C(=O)([O-])[O-].[K+].[K+].[NH2:7][CH:8]1[CH2:13][CH2:12][N:11]([CH3:14])[CH2:10][CH2:9]1.F[C:16]1[CH:21]=[CH:20][C:19]([N+:22]([O-:24])=[O:23])=[C:18]([O:25][CH:26]([CH3:28])[CH3:27])[CH:17]=1.C(OCC)(=O)C>CS(C)=O>[CH:26]([O:25][C:18]1[CH:17]=[C:16]([NH:7][CH:8]2[CH2:13][CH2:12][N:11]([CH3:14])[CH2:10][CH2:9]2)[CH:21]=[CH:20][C:19]=1[N+:22]([O-:24])=[O:23])([CH3:28])[CH3:27] |f:0.1.2|. Reported procedure: 1.7 g of potassium carbonate and 1.0 g of 4-amino-1-methylpiperidine are successively added to a solution of 1.6 g of 4-fluoro-2-isopropoxy-1-nitrobenzene in 13.5 ml of dimethyl sulfoxide. The reaction mixture is heated at 120° C. for 3 h and is then cooled to ambient temperature and poured into a mixture of 150 ml of ice-cold water and 100 ml of ethyl acetate. After settling out, the organic phase is separated and the aqueous phase is extracted twice with 70 ml of ethyl acetate. The organic ext...